describe an organic reaction: reactants, conditions, products, and yield From a dataset of the Open Reaction Database (ORD), a public repository of structured organic reaction records. RXN SMILES: [N+:1]([C:4]1[CH:9]=[CH:8][C:7](Cl)=[CH:6][CH:5]=1)([O-:3])=[O:2].[CH2:11]([OH:13])[CH3:12].[OH-].[Na+].O>CN1CCCC1=O>[N+:1]([C:4]1[CH:9]=[CH:8][C:7]([O:13][CH2:11][CH3:12])=[CH:6][CH:5]=1)([O-:3])=[O:2] |f:2.3|. The product is [N+](=O)([O-])C1=CC=C(C=C1)OCC (p-nitrophenetole). Starting materials: O (water), [N+](=O)([O-])C1=CC=C(C=C1)Cl (p-nitrochlorobenzene), C(C)O (ethanol), C(C)O (ethanol), [OH-].[Na+] (sodium hydroxide), [N+](=O)([O-])C1=CC=C(C=C1)Cl (p-nitrochlorobenzene). Solvent: CN1C(CCC1)=O (N-methylpyrrolidone). Procedure: (a.) bringing p-nitrochlorobenzene, ethanol and 40-40-60% aqueous solution of sodium hydroxide into reactive contact at an elevated temperature in a cosolvent liquid system comprising the solvents of ethanol, water and N-methylpyrrolidone to ethoxylate the p-nitrochlorobenzene to produce p-nitrophenetole, the mol ratio of ethanol to p-nitrochlorobenzene being about 5:1 to 1:1 and the mol ratio of N-methylpyrrolidone to p-nitrochlorobenzene being about 4:1 to 1:1, Reactants: CC(C)=C (isobutylene), CC=1C=C(OC2=CC=C(C(=O)O)C=C2)C=CC1[N+](=O)[O-] (4-(3-methyl-4-nitro-phenoxy)-benzoic acid), C([O-])(O)=O.[Na+] (sodium bicarbonate), S(O)(O)(=O)=O (sulphuric acid). The solvent is ClCCl (dichloromethane). Run at time 2 day. Product: C(C)(C)(C)OC(C1=CC=C(C=C1)OC1=CC(=C(C=C1)[N+](=O)[O-])C)=O (4-(3-methyl-4-nitro-phenoxy)-benzoic acid tert-butyl ester). As a reaction SMILES: [CH3:1][C:2](=[CH2:4])[CH3:3].[CH3:5][C:6]1[CH:7]=[C:8]([CH:19]=[CH:20][C:21]=1[N+:22]([O-:24])=[O:23])[O:9][C:10]1[CH:18]=[CH:17][C:13]([C:14]([OH:16])=[O:15])=[CH:12][CH:11]=1.S(=O)(=O)(O)O.C(=O)(O)[O-].[Na+]>ClCCl>[C:2]([O:16][C:14](=[O:15])[C:13]1[CH:12]=[CH:11][C:10]([O:9][C:8]2[CH:19]=[CH:20][C:21]([N+:22]([O-:24])=[O:23])=[C:6]([CH3:5])[CH:7]=2)=[CH:18][CH:17]=1)([CH3:3])([CH3:1])[CH3:4] |f:3.4|. Procedure details: To a solution of isobutylene (34 g) in dichloromethane (100 mL) was added compound 1 (5 g), at 5° C., followed by concentrated sulphuric acid (0.5 mL). The mixture was stirred at ambient temperature for 2 days and poured into saturated sodium bicarbonate solution (200 mL). The aqueous layer was extracted with dichloromethane and the combined organic extracts were dried and evaporated to give an an oil. The oil was chromatographed with 5% ethyl acetate in hexane to give 4-(3-methyl-4-nitro-phenox...